This data is from the Open Reaction Database (ORD), a public repository of structured organic reaction records. The task is: describe an organic reaction: reactants, conditions, products, and yield The reactants are CC(C)(C)OC(=O)N1CC2CN(CC(COc3ccc(C#N)cc3)NC(=O)OCc3ccccc3)CC(C1)C2O, CCO. Product: CC(C)(C)OC(=O)N1CC2CN(CC(N)COc3ccc(C#N)cc3)CC(C1)C2O. RXN SMILES: [CH2:1]([O:2][C:3](=[O:4])[NH:11][CH:12]([CH2:13][N:14]1[CH2:15][CH:16]2[CH2:17][N:18]([C:24](=[O:25])[O:26][C:27]([CH3:28])([CH3:29])[CH3:30])[CH2:19][CH:20]([CH2:21]1)[CH:22]2[OH:23])[CH2:31][O:32][c:33]1[cH:34][cH:35][c:36]([C:39]#[N:40])[cH:37][cH:38]1)[c:5]1[cH:6][cH:7][cH:8][cH:9][cH:10]1.[CH3:41][CH2:42][OH:43]>>[NH2:11][CH:12]([CH2:13][N:14]1[CH2:15][CH:16]2[CH2:17][N:18]([C:24](=[O:25])[O:26][C:27]([CH3:28])([CH3:29])[CH3:30])[CH2:19][CH:20]([CH2:21]1)[CH:22]2[OH:23])[CH2:31][O:32][c:33]1[cH:34][cH:35][c:36]([C:39]#[N:40])[cH:37][cH:38]1.